Dataset: the Open Reaction Database (ORD), a public repository of structured organic reaction records. Task: describe an organic reaction: reactants, conditions, products, and yield Reactants: O.CN1C(=O)N(C(=O)C(=O)C1=O)C (1,3-dimethylalloxan monohydrate), C1=CC=CC=C1 (benzene), S(O)(O)(=O)=O (sulfuric acid), C1=CC=CC=C1 (benzene). The reagents and catalysts are [Hg] (mercury). Product: CN1C(=O)N(C(=O)C(C1=O)(C1=CC=CC=C1)C1=CC=CC=C1)C (1,3-bis(methyl)-5,5-diphenylbarbiturate). As a reaction SMILES: O.[CH3:2][N:3]1[C:11](=[O:12])[C:9](=O)[C:7](=[O:8])[N:6]([CH3:13])[C:4]1=[O:5].S(=O)(=O)(O)O.[CH:19]1[CH:24]=[CH:23][CH:22]=[CH:21][CH:20]=1>[Hg]>[CH3:13][N:6]1[C:7](=[O:8])[C:9]([C:19]2[CH:24]=[CH:23][CH:22]=[CH:21][CH:20]=2)([C:19]2[CH:24]=[CH:23][CH:22]=[CH:21][CH:20]=2)[C:11](=[O:12])[N:3]([CH3:2])[C:4]1=[O:5] |f:0.1|. Reported procedure: In a 500 cc. 3-necked flask fitted with a reflux condenser, a mercury seal stirrer and a thermometer in a well, were placed 18 g. of 1,3-dimethylalloxan monohydrate and 60 g. of sulfuric acid, sp. gr. 1.84. Then 75 cc. of benzene were added through the reflux condenser and the mixture heated in an oil-bath, with stirring, for four and one-half hours at 75°-80°. After this time the reaction mixture was cooled, most of the benzene layer decanted, and the sirupy sulfuric acid layer poured into 150 ... Starting materials: BrC1=CN=C2N(C1=O)C(CCC2(Br)Br)C (3,9,9-tribromo-6-methyl-6,7,8,9-tetrahydro-4H-pyrido[1,2-a]pyrimidine-4-one), C1(=CC=CC=C1)NN (phenylhydrazine), CS(=O)C (dimethyl sulfoxide), solution. Solvent: O (water). Run at time 3 day. Product: BrC1=CN=C2N(C1=O)C(CCC2=NNC2=CC=CC=C2)C (3-bromo-9-(phenylhydrazono)-6-methyl-6,7,8,9-tetrahydro-4H-pyrido[1,2-a]pyrimidine-4-one). Yield: 34.7%. Reaction SMILES: [Br:1][C:2]1[C:7](=[O:8])[N:6]2[CH:9]([CH3:15])[CH2:10][CH2:11][C:12](Br)(Br)[C:5]2=[N:4][CH:3]=1.CS(C)=O.[C:20]1([NH:26][NH2:27])[CH:25]=[CH:24][CH:23]=[CH:22][CH:21]=1>O>[Br:1][C:2]1[C:7](=[O:8])[N:6]2[CH:9]([CH3:15])[CH2:10][CH2:11][C:12](=[N:27][NH:26][C:20]3[CH:25]=[CH:24][CH:23]=[CH:22][CH:21]=3)[C:5]2=[N:4][CH:3]=1. Procedure: 4.0 g. (0.01 moles) of 3,9,9-tribromo-6-methyl-6,7,8,9-tetrahydro-4H-pyrido[1,2-a]pyrimidine-4-one are dissolved in 10 ml. of dimethyl sulfoxide. To the solution 2.8 ml. (0.03 moles) of phenylhydrazine are added. The reaction mixture is allowed to stand for three days whereupon 20 ml. of water are added. The solvent is decanted from the precipitated substance and the product is recrystallized from methanol. 1.3 g. (34.7%) of 3-bromo-9-(phenylhydrazono)-6-methyl-6,7,8,9-tetrahydro-4H-pyrido[1,2-a...